From a dataset of the Open Reaction Database (ORD), a public repository of structured organic reaction records. describe an organic reaction: reactants, conditions, products, and yield Reactants: CCCCCCCCCC[C@@H]([C@H]1CC[C@@H](O1)[C@H]2CC[C@@H](O2)[C@@H](CCCCCCCCCC[C@H](CC3=C[C@@H](OC3=O)C)O)O)O (squamocin-G), solution. Solvent: CO (MeOH). Reaction conditions: time 2 hour. The product is CCCCCCCCCC[C@@H]([C@H]1CC[C@@H](O1)[C@H]2CC[C@@H](O2)[C@@H](CCCCCCCCCCCCC3=C[C@@H](OC3=O)C)O)O.CCCCCCCCCCC(C1CCC(O1)C2CCC(O2)C(CCCCCCCCCCCCC3=CC(OC3=O)C)O)O (desacetyluvaricin squamocin-L). RXN SMILES: [CH3:1][CH2:2][CH2:3][CH2:4][CH2:5][CH2:6][CH2:7][CH2:8][CH2:9][CH2:10][C@H:11]([OH:44])[C@@H:12]1[O:16][C@@H:15]([C@@H:17]2[O:21][C@@H:20]([C@H:22]([OH:43])[CH2:23][CH2:24][CH2:25][CH2:26][CH2:27][CH2:28][CH2:29][CH2:30][CH2:31][CH2:32][C@@H:33](O)[CH2:34][C:35]3[C:39](=[O:40])[O:38][C@@H:37]([CH3:41])[CH:36]=3)[CH2:19][CH2:18]2)[CH2:14][CH2:13]1>CO>[CH3:1][CH2:2][CH2:3][CH2:4][CH2:5][CH2:6][CH2:7][CH2:8][CH2:9][CH2:10][C@H:11]([OH:44])[C@@H:12]1[O:16][C@@H:15]([C@@H:17]2[O:21][C@@H:20]([C@H:22]([OH:43])[CH2:23][CH2:24][CH2:25][CH2:26][CH2:27][CH2:28][CH2:29][CH2:30][CH2:31][CH2:32][CH2:33][CH2:34][C:35]3[C:39](=[O:40])[O:38][C@@H:37]([CH3:41])[CH:36]=3)[CH2:19][CH2:18]2)[CH2:14][CH2:13]1.[CH3:1][CH2:2][CH2:3][CH2:4][CH2:5][CH2:6][CH2:7][CH2:8][CH2:9][CH2:10][CH:11]([OH:44])[CH:12]1[O:16][CH:15]([CH:17]2[O:21][CH:20]([CH:22]([OH:43])[CH2:23][CH2:24][CH2:25][CH2:26][CH2:27][CH2:28][CH2:29][CH2:30][CH2:31][CH2:32][CH2:33][CH2:34][C:35]3[C:39](=[O:40])[O:38][CH:37]([CH3:41])[CH:36]=3)[CH2:19][CH2:18]2)[CH2:14][CH2:13]1 |f:2.3|. Reported procedure: Insect antifeedant bioassay of squamocin-G and isosquamocin were found to be toxic to the first and third instar larvae of origental armyworm (Mythimna separata WLK) at a concentration of 10.05% (MeOH) at 27° causing 70% mortality compared to 7% mortality of untreated control. The sample solutions (10 μl of a 0.05% solution) were applied evenly to the lower surface of leaf discs (5 cm2) cut from sorghum hybrid variety CSH5 and the discs were allowed to dry on filter papers. After drying the leaf... Starting materials: [N+](=O)([O-])C1=C(C=CC(=C1)NC(CC)=O)OC (2-nitro-4-propionamidoanisole), C(CC)O (propanol), aqueous solution, N (ammonia), suspension, [H][H] (hydrogen). The reagents and catalysts are [Pd] (palladium on activated charcoal). Solvent: O (water), O (water). Run at time 1 hour. Yields the product COC1=C(N)C=C(C=C1)NC(CC)=O (2-Methoxy-5-propionamidoaniline). Reaction SMILES: [N+:1]([C:4]1[CH:9]=[C:8]([NH:10][C:11](=[O:14])[CH2:12][CH3:13])[CH:7]=[CH:6][C:5]=1[O:15][CH3:16])([O-])=O.C(O)CC.N.[H][H]>[Pd].O>[CH3:16][O:15][C:5]1[CH:6]=[CH:7][C:8]([NH:10][C:11](=[O:14])[CH2:12][CH3:13])=[CH:9][C:4]=1[NH2:1]. Reported procedure: 114 parts of 2-nitro-4-propionamidoanisole, 160 parts of propanol, 3.4 parts of a 30% aqueous solution of ammonia and 2 parts of a 50% suspension of palladium on activated charcoal, moist with water, in 3 parts of water are charged to an autoclave equipped with an aerating stirrer. The autoclave is pressurised with hydrogen and, at a pressure of 25 bar and a temperature of 120° C., hydrogenation is carried out for 1 hour. 2-Methoxy-5-propionamidoaniline is obtained in quantitative yield in a pur... The reactants are BrCCCCCC(=O)OC (methyl 6-bromohexanoate), OC1=CC=C(C=C1)C1=CC=C(C=C1)C#N (4-hydroxy-4'-cyanobiphenyl), CN(C=O)C (dimethyl formamide), C([O-])([O-])=O.[K+].[K+] (potassium carbonate). Run in O (water). Run at time 24 hour. Yields the product C(#N)C1=CC=C(C=C1)C1=CC=C(C=C1)OC(C(=O)OC)CCCC (Methyl 4-cyanobiphenyl-4'-oxy-hexanoate). Yield: 84.7%. RXN SMILES: Br[CH2:2][CH2:3][CH2:4][CH2:5][CH2:6][C:7]([O:9][CH3:10])=[O:8].[OH:11][C:12]1[CH:17]=[CH:16][C:15]([C:18]2[CH:23]=[CH:22][C:21]([C:24]#[N:25])=[CH:20][CH:19]=2)=[CH:14][CH:13]=1.CN(C)C=O.C(=O)([O-])[O-].[K+].[K+]>O>[C:24]([C:21]1[CH:20]=[CH:19][C:18]([C:15]2[CH:16]=[CH:17][C:12]([O:11][CH:6]([CH2:5][CH2:4][CH2:3][CH3:2])[C:7]([O:9][CH3:10])=[O:8])=[CH:13][CH:14]=2)=[CH:23][CH:22]=1)#[N:25] |f:3.4.5|. Procedure: 8.80 g (42 mmole) of methyl 6-bromohexanoate, 8.20 g (42 mmole) of 4-hydroxy-4'-cyanobiphenyl, 20 ml dimethyl formamide and 5.8 g (42 mmole) potassium carbonate were placed in a 100 ml flask equipped with a calcium chloride drying tube, and stirred at room temperature for 24 hours, after which time the mixture was poured into water and the suspended solids filtered out and washed with water. The resultant product was dried in a vacuum desiccator for 48 hours to yield 11.50 g (85%) of the ester w...